From a dataset of the Open Reaction Database (ORD), a public repository of structured organic reaction records. describe an organic reaction: reactants, conditions, products, and yield Product: C=CCNCC1COc2c(Cl)cc(S(C)(=O)=O)cc2O1. The reactants are C=CCN, Cc1ccc(S(=O)(=O)OCC2COc3c(Cl)cc(S(C)(=O)=O)cc3O2)cc1. RXN SMILES: [CH2:28]([CH:29]=[CH2:30])[NH2:31].[CH3:1][c:2]1[cH:3][cH:4][c:5]([S:6]([O:7][CH2:12][CH:13]2[CH2:14][O:15][c:16]3[c:17]([cH:19][c:20]([S:24](=[O:25])(=[O:26])[CH3:27])[cH:21][c:22]3[Cl:23])[O:18]2)(=[O:8])=[O:9])[cH:10][cH:11]1>>[CH2:12]([CH:13]1[CH2:14][O:15][c:16]2[c:17]([cH:19][c:20]([S:24](=[O:25])(=[O:26])[CH3:27])[cH:21][c:22]2[Cl:23])[O:18]1)[NH:31][CH2:28][CH:29]=[CH2:30]. Starting materials: diazonium salt, C(#N)[Cu] (CuCN), [C-]#N.[K+] (KCN), NC1=CC2=C(SC3=C(C(C2)=O)C=CC=C3)C=C1 (2-amino-10-oxo-dibenzo[b,f]thiepine), CuSO4.5H2O, N(=O)[O-].[Na+] (NaNO2). The solvent is CCOC(=O)C (EtOAc), O (water), Cl (HCl), O (water), O (water). Conditions: temperature 50 celsius. The product is C(#N)C1=CC2=C(SC3=C(C(C2)=O)C=CC=C3)C=C1 (2-cyano-10-oxo-dibenzo[b,f]thiepine). As a reaction SMILES: N[C:2]1[CH:17]=[CH:16][C:5]2[S:6][C:7]3[CH:15]=[CH:14][CH:13]=[CH:12][C:8]=3[C:9](=[O:11])[CH2:10][C:4]=2[CH:3]=1.N([O-])=O.[Na+].[C-]#N.[K+].[C:25]([Cu])#[N:26]>Cl.O.CCOC(C)=O>[C:25]([C:2]1[CH:17]=[CH:16][C:5]2[S:6][C:7]3[CH:15]=[CH:14][CH:13]=[CH:12][C:8]=3[C:9](=[O:11])[CH2:10][C:4]=2[CH:3]=1)#[N:26] |f:1.2,3.4|. Procedure: To a suspension of 2-amino-10-oxo-dibenzo[b,f]thiepine (1 g, 4.40 mmol) in 2 N HCl (7.00 mL) at 0° C., was slowly added a solution of NaNO2 (0.316 g, 4.60 mmol) in water (4.00 mL). A CuCN solution was prepared by heating KCN (1.30 g, 20.0 mmol) in water (5.0 mL) and adding CuSO4.5H2O (1.09 g, 4.40 mmol) solution in water (4.0 mL). Once cooled to room temperature the CuCN solution was slowly added to the diazonium salt mixture and heated to 50° C. for 1 hour. The reaction mixture was diluted with... The reactants are ClC=1N=C(C=C2C1C(OCC2)=O)C (8-chloro-6-methyl-3,4-dihydro-pyrano[3,4-c]pyridine-1-on), C(CCC)[Sn](C=1OC=CC1)(CCCC)CCCC (2-(tributylstannyl)furan), [F-].[K+] (KF), O (water). The reagents and catalysts are C=1C=CC(=CC1)[P](C=2C=CC=CC2)(C=3C=CC=CC3)[Pd]([P](C=4C=CC=CC4)(C=5C=CC=CC5)C=6C=CC=CC6)([P](C=7C=CC=CC7)(C=8C=CC=CC8)C=9C=CC=CC9)[P](C=1C=CC=CC1)(C=1C=CC=CC1)C=1C=CC=CC1 (Pd(PPh3)4). Run in C1(=CC=CC=C1)C (toluene). Conditions: temperature 0 celsius. Product: CC=1C=C2C(=C(N1)C=1OC=CC1)C(OCC2)=O (6-methyl-8-furan-2-yl-3,4-dihydro-pyrano[3,4-c]pyridine-1-on). Isolated yield 77.6%. As a reaction SMILES: Cl[C:2]1[N:3]=[C:4]([CH3:13])[CH:5]=[C:6]2[CH2:11][CH2:10][O:9][C:8](=[O:12])[C:7]=12.C([Sn](CCCC)(CCCC)[C:19]1[O:20][CH:21]=[CH:22][CH:23]=1)CCC.[F-].[K+].O>C1(C)C=CC=CC=1.C1C=CC([P]([Pd]([P](C2C=CC=CC=2)(C2C=CC=CC=2)C2C=CC=CC=2)([P](C2C=CC=CC=2)(C2C=CC=CC=2)C2C=CC=CC=2)[P](C2C=CC=CC=2)(C2C=CC=CC=2)C2C=CC=CC=2)(C2C=CC=CC=2)C2C=CC=CC=2)=CC=1>[CH3:13][C:4]1[CH:5]=[C:6]2[CH2:11][CH2:10][O:9][C:8](=[O:12])[C:7]2=[C:2]([C:19]2[O:20][CH:21]=[CH:22][CH:23]=2)[N:3]=1 |f:2.3,^1:45,47,66,85|. Procedure: 8-chloro-6-methyl-3,4-dihydro-pyrano[3,4-c]pyridine-1-on (250 mg, 1.265 mmol) and Pd(PPh3)4 (146 mg, 0.127 mmol) were dissolved in 12 mL of anhydrous toluene, dropwisely added with 2-(tributylstannyl)furan (0.80 mL, 2.530 mmol) and then heated to reflux for about 15 hours under the nitrogen atmosphere. The mixture was added with 15 mL of 2% KF solution and 20 mL of distilled water while stirring at 0° C. and then extracted twice with 50 mL of methylene chloride. The resulting organic layer was d... Starting materials: C1CCOC1, CN1CCOCC1, CCOCC, CC(Cc1c[nH]c2ccccc12)(NC(=O)OC1C2CC3CC(C2)CC1C3)C(=O)O, CC(C)COC(=O)Cl, NCCc1ccc2ccccc2n1. The product is CC(Cc1c[nH]c2ccccc12)(NC(=O)OC1C2CC3CC(C2)CC1C3)C(=O)NCCc1ccc2ccccc2n1. Reaction SMILES: [CH2:58]1[O:59][CH2:60][CH2:61][CH2:62]1.[CH3:30][N:31]1[CH2:32][CH2:33][O:34][CH2:35][CH2:36]1.[CH3:63][CH2:64][O:65][CH2:66][CH3:67].[CH:1]12[CH:2]([O:11][C:12](=[O:13])[NH:14][C:15]([CH2:16][c:17]3[cH:18][nH:19][c:20]4[cH:21][cH:22][cH:23][cH:24][c:25]34)([C:26](=[O:27])[OH:28])[CH3:29])[CH:3]3[CH2:4][CH:5]([CH2:6][CH:7]([CH2:8]1)[CH2:9]3)[CH2:10]2.[Cl:37][C:38]([O:39][CH2:40][CH:41]([CH3:42])[CH3:43])=[O:44].[NH2:45][CH2:46][CH2:47][c:48]1[n:49][c:50]2[cH:51][cH:52][cH:53][cH:54][c:55]2[cH:56][cH:57]1>>[CH:1]12[CH:2]([O:11][C:12](=[O:13])[NH:14][C:15]([CH2:16][c:17]3[cH:18][nH:19][c:20]4[cH:21][cH:22][cH:23][cH:24][c:25]34)([C:26](=[O:27])[NH:45][CH2:46][CH2:47][c:48]3[n:49][c:50]4[cH:51][cH:52][cH:53][cH:54][c:55]4[cH:56][cH:57]3)[CH3:29])[CH:3]3[CH2:4][CH:5]([CH2:6][CH:7]([CH2:8]1)[CH2:9]3)[CH2:10]2. Reactants: OO (hydrogen peroxide), N(=NC(C#N)(C)C)C(C#N)(C)C (2,2'-azobis(2-methylpropionitrile)), ClC1=CC(=C(C=C1)C)F (4-chloro-2-fluorotoluene), OS(=O)(=O)O (H2SO4), Br (hydrobromic acid), N(=NC(C#N)(C)C)C(C#N)(C)C (2,2'-azobis(2-methylpropionitrile)). Solvent: ClC1=CC=CC=C1 (chlorobenzene), ClC1=CC=CC=C1 (chlorobenzene). Yields the product ClC1=CC(=C(CBr)C=C1)F (4-chloro-2-fluorobenzyl bromide). As a reaction SMILES: [Cl:1][C:2]1[CH:7]=[CH:6][C:5]([CH3:8])=[C:4]([F:9])[CH:3]=1.OS(O)(=O)=O.[BrH:15].N(C(C)(C)C#N)=NC(C)(C)C#N.OO>ClC1C=CC=CC=1>[Cl:1][C:2]1[CH:7]=[CH:6][C:5]([CH2:8][Br:15])=[C:4]([F:9])[CH:3]=1. Procedure details: 361.5 g of 4-chloro-2-fluorotoluene, 520 g of chlorobenzene, 6 g of conc. H2SO4, 467 g of 47% strength hydrobromic acid and 2.7 g of 2,2'-azobis(2-methylpropionitrile) were mixed at 70° C. in a 4 l stirred apparatus. 620.5 g of a 10% strength aqueous hydrogen peroxide solution and a solution of 16.5 g of 2,2'-azobis(2-methylpropionitrile) in 270 g of chlorobenzene were simultaneously added dropwise over the course of 1.5 hours. The mixture was then stirred at 70° C. for 1 hour. GC analysis of th... The reactants are NC=1C(NC(N(C1N)CC=1OC=CC1)=S)=O (5,6-Diamino-1-(2-furyl-methyl)-2-thioxo-2,3-dihydro-1H-pyrimidin-4-one), C(=O)O (formic acid). Run at temperature 70 celsius. The product is O1C(=CC=C1)CN1C(NC(C=2NC=NC12)=O)=S (3-(2-Furyl-methyl)-2-thioxanthine). As a reaction SMILES: [NH2:1][C:2]1[C:3](=[O:16])[NH:4][C:5](=[S:15])[N:6]([CH2:9][C:10]2[O:11][CH:12]=[CH:13][CH:14]=2)[C:7]=1[NH2:8].[CH:17](O)=O>>[O:11]1[CH:12]=[CH:13][CH:14]=[C:10]1[CH2:9][N:6]1[C:7]2[N:8]=[CH:17][NH:1][C:2]=2[C:3](=[O:16])[NH:4][C:5]1=[S:15]. Reported procedure: 5,6-Diamino-1-(2-furyl-methyl)-2-thioxo-2,3-dihydro-1H-pyrimidin-4-one (0.12 g, 0.51 mmol) in formic acid (0.5 mL) was stirred at ambient temperature for 0.5 h. The excess of formic acid was evaporated off and the resulting solid dissolved in 10% sodium hydroxide solution (3 mL). This solution was heated at 70° C. for 0.5 h. The reaction mixture was neutralized with 2M hydrochloric acid. The resulting precipitate was collected by filtration, washed with water, and dried. Yield: (0.047 g, 37%). The reactants are CCN(C)C1CCC(NC(=O)CNC(=O)c2cccc(C(F)(F)F)c2)C(CCc2cccc(C(=O)OC)c2)C1, O=C(O)C(F)(F)F. The product is CCN(C)C1CCC(NC(=O)CNC(=O)c2cccc(C(F)(F)F)c2)C(CCc2cccc(C(=O)O)c2)C1. Reaction SMILES: [CH2:1]([CH3:2])[N:3]([CH:4]1[CH2:5][CH2:6][CH:7]([NH:22][C:23]([CH2:24][NH:25][C:26]([c:27]2[cH:28][c:29]([C:33]([F:34])([F:35])[F:36])[cH:30][cH:31][cH:32]2)=[O:37])=[O:38])[CH:8]([CH2:10][CH2:11][c:12]2[cH:13][c:14]([C:15](=[O:16])[O:17][CH3:18])[cH:19][cH:20][cH:21]2)[CH2:9]1)[CH3:39].[OH:40][C:41]([C:42]([F:43])([F:44])[F:45])=[O:46]>>[CH2:1]([CH3:2])[N:3]([CH:4]1[CH2:5][CH2:6][CH:7]([NH:22][C:23]([CH2:24][NH:25][C:26]([c:27]2[cH:28][c:29]([C:33]([F:34])([F:35])[F:36])[cH:30][cH:31][cH:32]2)=[O:37])=[O:38])[CH:8]([CH2:10][CH2:11][c:12]2[cH:13][c:14]([C:15](=[O:16])[OH:17])[cH:19][cH:20][cH:21]2)[CH2:9]1)[CH3:39]. The reactants are FC1=CC=C(C=C1)CN1C(=NC2=C1C=CC=C2)NC2CCNCC2 (1-[(4-fluorophenyl)methyl]-N-(4-piperidinyl)-1H-benzimidazol-2-amine), CN(C=O)C (N,N-dimethylformamide), FC1=CC=C(C(=O)N2CC2)C=C1 (1-(4-fluorobenzoyl)aziridine). Run in C1=CC=CC=C1 (benzene), C1=CC=CC=C1 (benzene). Yields the product FC1=CC=C(C(=O)NCCN2CCC(CC2)NC2=NC3=C(N2CC2=CC=C(C=C2)F)C=CC=C3)C=C1 (4-fluoro-N-[2-{4-[1-(4-fluorophenylmethyl)-1H-benzimidazol-2-ylamino]-1-piperidinyl}ethyl]benzamide). Isolated yield 19.0%. RXN SMILES: [F:1][C:2]1[CH:12]=[CH:11][C:5]([C:6]([N:8]2[CH2:10][CH2:9]2)=[O:7])=[CH:4][CH:3]=1.[F:13][C:14]1[CH:19]=[CH:18][C:17]([CH2:20][N:21]2[C:25]3[CH:26]=[CH:27][CH:28]=[CH:29][C:24]=3[N:23]=[C:22]2[NH:30][CH:31]2[CH2:36][CH2:35][NH:34][CH2:33][CH2:32]2)=[CH:16][CH:15]=1.CN(C)C=O>C1C=CC=CC=1>[F:1][C:2]1[CH:3]=[CH:4][C:5]([C:6]([NH:8][CH2:10][CH2:9][N:34]2[CH2:35][CH2:36][CH:31]([NH:30][C:22]3[N:21]([CH2:20][C:17]4[CH:18]=[CH:19][C:14]([F:13])=[CH:15][CH:16]=4)[C:25]4[CH:26]=[CH:27][CH:28]=[CH:29][C:24]=4[N:23]=3)[CH2:32][CH2:33]2)=[O:7])=[CH:11][CH:12]=1. Procedure details: To 3.96 parts of 1-(4-fluorobenzoyl)aziridine, dissolved in 16 parts of benzene, are added 3.25 parts of 1-[(4-fluorophenyl)methyl]-N-(4-piperidinyl)-1H-benzimidazol-2-amine, 90 parts of benzene and 45 parts of N,N-dimethylformamide. The whole is stirred and refluxed for 5 hours. The reaction mixture is cooled and poured onto water. The layers are separated and the aqueous phase is extracted with methylbenzene. The combined organic phases are dried, filtered and evaporated. The residue is crysta... The reactants are CC1=C(C(=O)OC)C=CC=C1 (Methyl 2-methylbenzoate), BrN1C(CCC1=O)=O (N-bromosuccinimide), C1(=CC=CC=C1)P(C1=CC=CC=C1)C1=CC=CC=C1 (triphenylphosphine). The solvent is C(Cl)(Cl)Cl (chloroform), C1(=CC=CC=C1)C (toluene). The product is [Br-].COC(=O)C1=C(C[P+](C2=CC=CC=C2)(C2=CC=CC=C2)C2=CC=CC=C2)C=CC=C1 ((o-methoxycarbonylbenzyl)triphenylphosphonium bromide). Reaction SMILES: [CH3:1][C:2]1[CH:11]=[CH:10][CH:9]=[CH:8][C:3]=1[C:4]([O:6][CH3:7])=[O:5].[Br:12]N1C(=O)CCC1=O.[C:20]1([P:26]([C:33]2[CH:38]=[CH:37][CH:36]=[CH:35][CH:34]=2)[C:27]2[CH:32]=[CH:31][CH:30]=[CH:29][CH:28]=2)[CH:25]=[CH:24][CH:23]=[CH:22][CH:21]=1>C(Cl)(Cl)Cl.C1(C)C=CC=CC=1>[Br-:12].[CH3:7][O:6][C:4]([C:3]1[CH:8]=[CH:9][CH:10]=[CH:11][C:2]=1[CH2:1][P+:26]([C:27]1[CH:28]=[CH:29][CH:30]=[CH:31][CH:32]=1)([C:33]1[CH:38]=[CH:37][CH:36]=[CH:35][CH:34]=1)[C:20]1[CH:21]=[CH:22][CH:23]=[CH:24][CH:25]=1)=[O:5] |f:5.6|. Reported procedure: Methyl 2-methylbenzoate was treated successively with N-bromosuccinimide in chloroform and triphenylphosphine in toluene to give (o-methoxycarbonylbenzyl)triphenylphosphonium bromide as a white solid, mp. 230°-234° C., 1H NMR (D6 -DMSO) delta 3.36 (3H,s); 5.47 (2H, br d J 17 Hz) ppm. Product: FC1=CC=C(C=C1)N1N=C(C(=N1)OC1=CC(=NC=C1)C(F)(F)F)C (4-[[2-(4-fluorophenyl)-5-methyl-2H-1,2,3-triazol-4-yl]oxy]-2-(trifluoromethyl)pyridine). Reported procedure: To a solution of 2-(4-fluorophenyl)-2,3-dihydro-5-methyl-4H-1,2,3-triazol-4-one (i.e. the product of Step C, 3.1 g, 16 mmol) in N,N-dimethylformamide (70 mL) was added anhydrous potassium carbonate (6.2 g, 45 mmol) under an atmosphere of nitrogen. 4-Chloro-2-trifluoromethyl-pyridine (2.9 g, 16 mmol) was added and the mixture was heated to 100° C. for 20 h. The reaction mixture was diluted with water, then extracted with diethyl ether. The organic layer was washed successively with water and satu... Starting materials: ClC1=CC(=NC=C1)C(F)(F)F (4-Chloro-2-trifluoromethyl-pyridine), FC1=CC=C(C=C1)N1N=C(C(N1)=O)C (2-(4-fluorophenyl)-2,3-dihydro-5-methyl-4H-1,2,3-triazol-4-one), FC1=CC=C(C=C1)N1N=C(C(N1)=O)C (2-(4-fluorophenyl)-2,3-dihydro-5-methyl-4H-1,2,3-triazol-4-one), C([O-])([O-])=O.[K+].[K+] (potassium carbonate). The solvent is CN(C=O)C (N,N-dimethylformamide), O (water). Reaction conditions: temperature 100 celsius. RXN SMILES: [F:1][C:2]1[CH:7]=[CH:6][C:5]([N:8]2[NH:12][C:11](=[O:13])[C:10]([CH3:14])=[N:9]2)=[CH:4][CH:3]=1.C(=O)([O-])[O-].[K+].[K+].Cl[C:22]1[CH:27]=[CH:26][N:25]=[C:24]([C:28]([F:31])([F:30])[F:29])[CH:23]=1>CN(C)C=O.O>[F:1][C:2]1[CH:3]=[CH:4][C:5]([N:8]2[N:12]=[C:11]([O:13][C:22]3[CH:27]=[CH:26][N:25]=[C:24]([C:28]([F:31])([F:30])[F:29])[CH:23]=3)[C:10]([CH3:14])=[N:9]2)=[CH:6][CH:7]=1 |f:1.2.3|.